From a dataset of the Open Reaction Database (ORD), a public repository of structured organic reaction records. describe an organic reaction: reactants, conditions, products, and yield The reactants are NC=1C=C(C=NC1)C1=CC(=C(C#N)C=C1)Cl (4-(5-amino-pyridin-3-yl)-2-chloro-benzonitrile), CC1=CC=C(C=C1)S(=O)(=O)Cl (4-methyl-benzenesulfonyl chloride). Solvent: N1=CC=CC=C1 (pyridine). Product: ClC=1C=C(C=CC1C#N)C=1C=C(C=NC1)NS(=O)(=O)C1=CC=C(C=C1)C (N-[5-(3-chloro-4-cyano-phenyl)-pyridin-3-yl]-4-methyl-benzenesulfonamide). Yield: 44.3%. As a reaction SMILES: [NH2:1][C:2]1[CH:3]=[C:4]([C:8]2[CH:15]=[CH:14][C:11]([C:12]#[N:13])=[C:10]([Cl:16])[CH:9]=2)[CH:5]=[N:6][CH:7]=1.[CH3:17][C:18]1[CH:23]=[CH:22][C:21]([S:24](Cl)(=[O:26])=[O:25])=[CH:20][CH:19]=1>N1C=CC=CC=1>[Cl:16][C:10]1[CH:9]=[C:8]([C:4]2[CH:3]=[C:2]([NH:1][S:24]([C:21]3[CH:22]=[CH:23][C:18]([CH3:17])=[CH:19][CH:20]=3)(=[O:26])=[O:25])[CH:7]=[N:6][CH:5]=2)[CH:15]=[CH:14][C:11]=1[C:12]#[N:13]. Reported procedure: According to General Sulfonylation Procedure 2 in Example 1, to a solution of 4-(5-amino-pyridin-3-yl)-2-chloro-benzonitrile (20 mg, 87 μmol, leg) in anhydrous pyridine (500 μl) was added 4-methyl-benzenesulfonyl chloride (18.3 mg, 96 μmol, 1.1 eq). The crude product was purified by Isco Cornbiflash® Companion™ flash chromatography system on normal phase (4 g SiO2, flow rate 18 mL/min), eluting with mixtures of dichloromethane/methanol, to give N-[5-(3-chloro-4-cyano-phenyl)-pyridin-3-yl]-4-meth... Starting materials: CC(C)(C)O, CC(Nc1nccc(-c2c(-c3ccc(F)cc3)c(=O)n3n2CC=CC3)n1)c1ccccc1, [K+], [K+], [Na+], O=C([O-])[O-], O=C([O-])O, O. Reaction SMILES: [C:45]([OH:46])([CH3:47])([CH3:48])[CH3:49].[F:1][c:2]1[cH:3][cH:4][c:5](-[c:8]2[c:9](-[c:18]3[n:19][c:20]([NH:24][CH:25]([CH3:26])[c:27]4[cH:28][cH:29][cH:30][cH:31][cH:32]4)[n:21][cH:22][cH:23]3)[n:10]3[n:11]([c:16]2=[O:17])[CH2:12][CH:13]=[CH:14][CH2:15]3)[cH:6][cH:7]1.[K+:34].[K+:35].[Na+:44].[O-:36][C:37]([O-:38])=[O:39].[O-:40][C:41]([OH:42])=[O:43].[OH2:33]>>[F:1][c:2]1[cH:3][cH:4][c:5](-[c:8]2[c:9](-[c:18]3[n:19][c:20]([NH:24][CH:25]([CH3:26])[c:27]4[cH:28][cH:29][cH:30][cH:31][cH:32]4)[n:21][cH:22][cH:23]3)[n:10]3[n:11]([c:16]2=[O:17])[CH2:12][CH:13]([OH:36])[CH:14]([OH:33])[CH2:15]3)[cH:6][cH:7]1. Yields the product CC(Nc1nccc(-c2c(-c3ccc(F)cc3)c(=O)n3n2CC(O)C(O)C3)n1)c1ccccc1. Reactants: O=C(O)C(Cc1ccccc1)n1c(=O)[nH]c2ccc(Cl)cc21, O=C(C(c1ccccc1)n1c(=O)[nH]c2ccccc21)N1CCN(c2ccncc2)CC1. Yields the product O=C(C(Cc1ccccc1)n1c(=O)[nH]c2ccc(Cl)cc21)N1CCN(c2ccncc2)CC1. RXN SMILES: [Cl:32][c:33]1[cH:34][cH:35][c:36]2[c:37]([n:38]([CH:42]([C:43](=[O:44])[OH:45])[CH2:46][c:47]3[cH:48][cH:49][cH:50][cH:51][cH:52]3)[c:39](=[O:41])[nH:40]2)[cH:53]1.[O:1]=[C:2]([CH:3]([n:4]1[c:5]2[cH:6][cH:7][cH:8][cH:9][c:10]2[nH:11][c:12]1=[O:13])[c:14]1[cH:15][cH:16][cH:17][cH:18][cH:19]1)[N:20]1[CH2:21][CH2:22][N:23]([c:26]2[cH:27][cH:28][n:29][cH:30][cH:31]2)[CH2:24][CH2:25]1>>[N:20]1([C:43]([CH:42]([n:38]2[c:37]3[c:36]([cH:35][cH:34][c:33]([Cl:32])[cH:53]3)[nH:40][c:39]2=[O:41])[CH2:46][c:47]2[cH:48][cH:49][cH:50][cH:51][cH:52]2)=[O:45])[CH2:21][CH2:22][N:23]([c:26]2[cH:27][cH:28][n:29][cH:30][cH:31]2)[CH2:24][CH2:25]1. The reactants are CS(=O)(=O)c1cc(Br)ccc1C(=O)N1CCN(c2ncc(C3CC3)cc2C2CC2)CC1, O=C1NCCO1. The product is CS(=O)(=O)c1cc(N2CCOC2=O)ccc1C(=O)N1CCN(c2ncc(C3CC3)cc2C2CC2)CC1. Reaction SMILES: [Br:1][c:2]1[cH:3][c:4]([S:28](=[O:29])(=[O:30])[CH3:31])[c:5]([C:8](=[O:9])[N:10]2[CH2:11][CH2:12][N:13]([c:16]3[n:17][cH:18][c:19]([CH:25]4[CH2:26][CH2:27]4)[cH:20][c:21]3[CH:22]3[CH2:23][CH2:24]3)[CH2:14][CH2:15]2)[cH:6][cH:7]1.[O:32]1[C:33](=[O:37])[NH:34][CH2:35][CH2:36]1>>[c:2]1([N:34]2[C:33](=[O:37])[O:32][CH2:36][CH2:35]2)[cH:3][c:4]([S:28](=[O:29])(=[O:30])[CH3:31])[c:5]([C:8](=[O:9])[N:10]2[CH2:11][CH2:12][N:13]([c:16]3[n:17][cH:18][c:19]([CH:25]4[CH2:26][CH2:27]4)[cH:20][c:21]3[CH:22]3[CH2:23][CH2:24]3)[CH2:14][CH2:15]2)[cH:6][cH:7]1. Reactants: amine, C(C)(C)OC1=C(C=CC=C1)C=1C(=CC(=CC1)OC)C(=O)O (2'-isopropoxy-4-methoxy-biphenyl-2-carboxylic acid), S(=O)(Cl)Cl (thionyl chloride), C(C)NCC (diethylamine), C(C)(=O)OCC (ethyl acetate). Solvent: C(Cl)Cl (methylene chloride), C(Cl)Cl (methylene chloride), CCCCCC (hexane). Conditions: temperature 0 celsius, time 45 minute. Yields the product C(C)N(C(=O)C=1C(=CC=C(C1)OC)C1=C(C=CC=C1)OC(C)C)CC (N,N-diethyl-2'-isopropoxy-4-methoxy-biphenyl-2-carboxamide). The yield is 66.2%. As a reaction SMILES: [CH:1]([O:4][C:5]1[CH:10]=[CH:9][CH:8]=[CH:7][C:6]=1[C:11]1[C:12]([C:19]([OH:21])=O)=[CH:13][C:14]([O:17][CH3:18])=[CH:15][CH:16]=1)([CH3:3])[CH3:2].S(Cl)(Cl)=O.[CH2:26]([NH:28][CH2:29][CH3:30])[CH3:27].C(OCC)(=O)C>C(Cl)Cl.CCCCCC>[CH2:26]([N:28]([CH2:29][CH3:30])[C:19]([C:12]1[C:11]([C:6]2[CH:7]=[CH:8][CH:9]=[CH:10][C:5]=2[O:4][CH:1]([CH3:2])[CH3:3])=[CH:16][CH:15]=[C:14]([O:17][CH3:18])[CH:13]=1)=[O:21])[CH3:27]. Procedure: Prepare a solution of 2'-isopropoxy-4-methoxy-biphenyl-2-carboxylic acid (4.80 g, 0.0168 mole) in 125 mL methylene chloride (dichloromethane). Under an argon atmosphere, at ambient conditions, add thionyl chloride (2.99 g, 0.0356 mole, 1.835 mL). Continue stirring for about 45 minutes, observing the color change to light brown. Cool the reaction mixture to 0° C. and dropwise add diethylamine (22.00 mL, 15.627 g, 0.21 mole), ensuring the temperature does not exceed 25° C. Continue stirring for 30... Starting materials: CN=C=S (methyl isothiocyanate), ClC1=NC=C(C=C1)CNC (2-chloro-5-(methylaminomethyl)pyridine), ClCCl (dichloromethane), ClCCl (dichloromethane). Conditions: time 30 minute. Yields the product ClC1=CC=C(C=N1)CN(C(=S)NC)C (1-(6-chloro-3-pyridylmethyl)-1,3-dimethylthiourea). Reaction SMILES: [CH3:1][N:2]=[C:3]=[S:4].ClC1[CH:11]=[CH:10][C:9]([CH2:12][NH:13][CH3:14])=[CH:8][N:7]=1.Cl[CH2:16][Cl:17]>>[Cl:17][C:16]1[N:7]=[CH:8][C:9]([CH2:12][N:13]([CH3:14])[C:3]([NH:2][CH3:1])=[S:4])=[CH:10][CH:11]=1. Reported procedure: On a water bath at about 20° C., a solution of 1.44 g of methyl isothiocyanate in 2 ml of dichloromethane was added dropwise to a mixture of 2.81 g of 2-chloro-5-(methylaminomethyl)pyridine and 10 ml of dichloromethane over a period of 10 minutes and the whole mixture was further stirred for 30 minutes. The reaction mixture was then concentrated and the residue was purified by column chromatography (eluent: dichloromethane-methanol (20:1)) to give 3.33 g of 1-(6-chloro-3-pyridylmethyl)-1,3-dimet... The reactants are O=C([O-])[O-], O=C(c1ccccc1)N1CCNCC1, CC(=O)C(C)Cl, [K+], [K+]. The product is CC(=O)C(C)N1CCN(C(=O)c2ccccc2)CC1. Reaction SMILES: [C:15](=[O:16])([O-:17])[O-:18].[C:1]([c:2]1[cH:3][cH:4][cH:5][cH:6][cH:7]1)(=[O:8])[N:9]1[CH2:10][CH2:11][NH:12][CH2:13][CH2:14]1.[Cl:21][CH:22]([C:23]([CH3:24])=[O:25])[CH3:26].[K+:19].[K+:20]>>[C:1]([c:2]1[cH:3][cH:4][cH:5][cH:6][cH:7]1)(=[O:8])[N:9]1[CH2:10][CH2:11][N:12]([CH:22]([C:23]([CH3:24])=[O:25])[CH3:26])[CH2:13][CH2:14]1.